This data is from the Open Reaction Database (ORD), a public repository of structured organic reaction records. The task is: describe an organic reaction: reactants, conditions, products, and yield Starting materials: O (Water), [Si](C)(C)(C(C)(C)C)OCCN(C(C1=C(C(=C(C=C1)F)Cl)F)=O)C (N-(2-{[tert-Butyl(dimethyl)silyl]oxy}ethyl)-3-chloro-2,4-difluoro-N-methylbenzamide), OC=1C=C(C(=O)NC2=NN(C=C2)C)C=C(C1)O[C@H](CO[Si](C(C)C)(C(C)C)C(C)C)C (3-hydroxy-N-(1-methyl-1H-pyrazol-3-yl)-5-{(1S)-1-methyl-2-[(triisopropylsilyl)oxy]ethoxy}benzamide), C([O-])([O-])=O.[K+].[K+] (potassium carbonate). The solvent is CC(=O)N(C)C (dimethylacetamide). Conditions: temperature 160 celsius. Yields the product ClC=1C(=C(C(=O)N(C)CCO)C=CC1F)F (3-Chloro-2,4-difluoro-N-(2-hydroxyethyl)-N-methylbenzamide). Isolated yield 728.3%. RXN SMILES: [Si]([O:8][CH2:9][CH2:10][N:11]([CH3:23])[C:12](=[O:22])[C:13]1[CH:18]=[CH:17][C:16]([F:19])=[C:15]([Cl:20])[C:14]=1[F:21])(C(C)(C)C)(C)C.OC1C=C(C=C(O[C@@H](C)CO[Si](C(C)C)(C(C)C)C(C)C)C=1)C(NC1C=CN(C)N=1)=O.C(=O)([O-])[O-].[K+].[K+].O>CC(N(C)C)=O>[Cl:20][C:15]1[C:14]([F:21])=[C:13]([CH:18]=[CH:17][C:16]=1[F:19])[C:12]([N:11]([CH2:10][CH2:9][OH:8])[CH3:23])=[O:22] |f:2.3.4|. Procedure: N-(2-{[tert-Butyl(dimethyl)silyl]oxy}ethyl)-3-chloro-2,4-difluoro-N-methylbenzamide (100 mg, 0.275 mmol) was added to 3-hydroxy-N-(1-methyl-1H-pyrazol-3-yl)-5-{(1S)-1-methyl-2-[(triisopropylsilyl)oxy]ethoxy}benzamide (123 mg, 0.275 mmol) and potassium carbonate (76 mg, 0.551 mmol) in dry dimethylacetamide. The mixture was heated in a Smith Creator microwave at 160° C. for 2 hours. Water (25 mL) was added to the reaction mixture and extracted with ethyl acetate (3×30 mL). The combined organic ext... Starting materials: OC1=CC=C(C=C1)C[C@H](C(=O)N1CCC(CC1)N1CCN(CC1)C(=O)OCC1C2=CC=CC=C2C=2C=CC=CC12)OC(=O)N1CCC(CC1)N1C(NC2=C(CC1)C=CC=C2)=O (9H-fluoren-9-ylmethyl 4-(1-{(R)-3-(4-hydroxy-phenyl)-2-[4-(2-oxo-1,2,4,5-tetrahydro-1,3-benzodiazepin-3-yl)-piperidine-1-carbonyloxy]-propionyl}-piperidin-4-yl)-piperazine-1-carboxylate). The solvent is N1CCCCC1 (piperidine). Yields the product O=C1NC2=C(CCN1C1CCN(CC1)C(=O)O[C@@H](C(N1CCC(CC1)N1CCNCC1)=O)CC1=CC=C(C=C1)O)C=CC=C2 ((R)-1-(4-hydroxy-benzyl)-2-oxo-2-(4-piperazin-1-yl-piperidin-1-yl)-ethyl 4-(2-oxo-1,2,4,5-tetrahydro-1,3-benzodiazepin-3-yl)-piperidine-1-carboxylate). Reaction SMILES: [OH:1][C:2]1[CH:7]=[CH:6][C:5]([CH2:8][C@@H:9]([O:41][C:42]([N:44]2[CH2:49][CH2:48][CH:47]([N:50]3[CH2:56][CH2:55][C:54]4[CH:57]=[CH:58][CH:59]=[CH:60][C:53]=4[NH:52][C:51]3=[O:61])[CH2:46][CH2:45]2)=[O:43])[C:10]([N:12]2[CH2:17][CH2:16][CH:15]([N:18]3[CH2:23][CH2:22][N:21](C(OCC4C5C=CC=CC=5C5C4=CC=CC=5)=O)[CH2:20][CH2:19]3)[CH2:14][CH2:13]2)=[O:11])=[CH:4][CH:3]=1>N1CCCCC1>[O:61]=[C:51]1[N:50]([CH:47]2[CH2:48][CH2:49][N:44]([C:42]([O:41][C@H:9]([CH2:8][C:5]3[CH:4]=[CH:3][C:2]([OH:1])=[CH:7][CH:6]=3)[C:10](=[O:11])[N:12]3[CH2:17][CH2:16][CH:15]([N:18]4[CH2:19][CH2:20][NH:21][CH2:22][CH2:23]4)[CH2:14][CH2:13]3)=[O:43])[CH2:45][CH2:46]2)[CH2:56][CH2:55][C:54]2[CH:57]=[CH:58][CH:59]=[CH:60][C:53]=2[NH:52]1. Procedure details: A solution of 250 mg (0.30 mmol) 9H-fluoren-9-ylmethyl 4-(1-{(R)-3-(4-hydroxy-phenyl)-2-[4-(2-oxo-1,2,4,5-tetrahydro-1,3-benzodiazepin-3-yl)-piperidine-1-carbonyloxy]-propionyl}-piperidin-4-yl)-piperazine-1-carboxylate (Example 123) in 4 mL piperidine was stirred for 30 min at RT. The reaction mixture was evaporated down i.vac. and the residue was purified by chromatography (silica gel, DCM/MeOH/NH3 90:10:1). Reactants: COc1cc(C=CC(=O)CC(=O)C=Cc2ccc(O)c(OC)c2)ccc1O, CO, CCOCC, ClC(Cl)Cl, C=[N+]=[N-]. Product: CCOc1cc(C=CC(=O)CC(=O)C=Cc2ccc(O)c(OC)c2)ccc1O. RXN SMILES: [CH3:1][O:2][c:3]1[cH:4][c:5]([CH:10]=[CH:11][C:12](=[O:13])[CH2:14][C:15](=[O:16])[CH:17]=[CH:18][c:19]2[cH:20][cH:21][c:22]([OH:23])[c:24]([O:25][CH3:26])[cH:27]2)[cH:6][cH:7][c:8]1[OH:9].[CH3:35][OH:36].[CH3:37][CH2:38][O:39][CH2:40][CH3:41].[Cl:31][CH:32]([Cl:33])[Cl:34].[N+:28](=[N-:29])=[CH2:30]>>[CH3:1][O:2][c:3]1[cH:4][c:5]([CH:10]=[CH:11][C:12](=[O:13])[CH2:14][C:15](=[O:16])[CH:17]=[CH:18][c:19]2[cH:20][cH:21][c:22]([OH:23])[c:24]([O:25][CH2:26][CH3:30])[cH:27]2)[cH:6][cH:7][c:8]1[OH:9]. Procedure details: Cis(±)tert-butyl-4-{[(3,4-dichloro-5-methyl-1H-pyrrol-2-yl)carbonyl]amino}-3-({[(4-methylphenyl)sulfonyl]oxy}methyl)-piperidine-1-carboxylate (Intermediate 72; 500 mg, 0.89 mmol) was dissolved in 5 ml of a 2.0 M THF solution containing MeNH2. The reaction vessel was sealed and heated to 100° C. for 2 h. The mixture was cooled to room temperature and diluted with EtOAc, then washed with water. The organic layer was dried over Na2SO4, filtered and concentrated to a crude solid foam which was used ... The reactants are C(C)(C)(C)OC(=O)N1C[C@H]([C@H](CC1)NC(=O)C=1NC(=C(C1Cl)Cl)C)COS(=O)(=O)C1=CC=C(C=C1)C (Cis-tert-butyl-4-{[(3,4-dichloro-5-methyl-1H-pyrrol-2-yl)carbonyl]amino}-3-({[(4-methylphenyl)sulfonyl]oxy}methyl)piperidine-1-carboxylate), C(C)(C)(C)OC(=O)N1C[C@H]([C@H](CC1)NC(=O)C=1NC(=C(C1Cl)Cl)C)COS(=O)(=O)C1=CC=C(C=C1)C (Cis-tert-butyl-4-{[(3,4-dichloro-5-methyl-1H-pyrrol-2-yl)carbonyl]amino}-3-({[(4-methylphenyl)sulfonyl]oxy}methyl)piperidine-1-carboxylate), CN (MeNH2). Conditions: temperature 100 celsius. The product is C(C)(C)(C)OC(=O)N1C[C@H]([C@H](CC1)NC(=O)C=1NC(=C(C1Cl)Cl)C)CNC (Cis(±)4-[(3,4-Dichloro-5-methyl-1H-pyrrole-2-carbonyl) -amino]-3-methylaminomethyl-piperidine-1-carboxylic acid tert-butyl ester). Run in CCOC(=O)C (EtOAc), C1CCOC1 (THF). Reaction SMILES: [C:1]([O:5][C:6]([N:8]1[CH2:13][CH2:12][C@H:11]([NH:14][C:15]([C:17]2[NH:18][C:19]([CH3:24])=[C:20]([Cl:23])[C:21]=2[Cl:22])=[O:16])[C@H:10]([CH2:25]OS(C2C=CC(C)=CC=2)(=O)=O)[CH2:9]1)=[O:7])([CH3:4])([CH3:3])[CH3:2].[CH3:37][NH2:38]>C1COCC1.CCOC(C)=O>[C:1]([O:5][C:6]([N:8]1[CH2:13][CH2:12][C@H:11]([NH:14][C:15]([C:17]2[NH:18][C:19]([CH3:24])=[C:20]([Cl:23])[C:21]=2[Cl:22])=[O:16])[C@H:10]([CH2:25][NH:38][CH3:37])[CH2:9]1)=[O:7])([CH3:4])([CH3:3])[CH3:2].